This data is from the Open Reaction Database (ORD), a public repository of structured organic reaction records. The task is: describe an organic reaction: reactants, conditions, products, and yield Starting materials: COCCNCCOC, Cc1ccc(S(=O)(=O)OCc2noc(C(CCCC3CCCCC3)CC(=O)OC(C)(C)C)n2)cc1. RXN SMILES: [CH3:36][O:37][CH2:38][CH2:39][NH:40][CH2:41][CH2:42][O:43][CH3:44].[CH:1]1([CH2:7][CH2:8][CH2:9][CH:10]([CH2:11][C:12](=[O:13])[O:14][C:15]([CH3:16])([CH3:17])[CH3:18])[c:19]2[n:20][c:21]([CH2:24][O:25][S:26]([c:27]3[cH:28][cH:29][c:30]([CH3:31])[cH:32][cH:33]3)(=[O:34])=[O:35])[n:22][o:23]2)[CH2:2][CH2:3][CH2:4][CH2:5][CH2:6]1>>[CH:1]1([CH2:7][CH2:8][CH2:9][CH:10]([CH2:11][C:12](=[O:13])[O:14][C:15]([CH3:16])([CH3:17])[CH3:18])[c:19]2[n:20][c:21]([CH2:24][N:40]([CH2:39][CH2:38][O:37][CH3:36])[CH2:41][CH2:42][O:43][CH3:44])[n:22][o:23]2)[CH2:2][CH2:3][CH2:4][CH2:5][CH2:6]1. The product is COCCN(CCOC)Cc1noc(C(CCCC2CCCCC2)CC(=O)OC(C)(C)C)n1. Reaction SMILES: [CH3:1][I:2].[CH3:3][O:4][c:5]1[cH:6][c:7]2[c:8]([cH:22][cH:23]1)-[c:9]1[nH:10][c:11]3[cH:12][cH:13][c:14]([O:20][CH3:21])[cH:15][c:16]3[c:17]1[CH2:18][S:19]2.[H-:25].[Na+:24].[O:26]=[CH:27][N:28]([CH3:29])[CH3:30]>>[CH3:1][n:10]1[c:9]2[c:17]([c:16]3[c:11]1[cH:12][cH:13][c:14]([O:20][CH3:21])[cH:15]3)[CH2:18][S:19][c:7]1[cH:6][c:5]([O:4][CH3:3])[cH:23][cH:22][c:8]1-2. Reactants: CI, COc1ccc2c(c1)SCc1c-2[nH]c2ccc(OC)cc12, [H-], [Na+], CN(C)C=O. The product is COc1ccc2c(c1)SCc1c-2n(C)c2ccc(OC)cc12. Reactants: C(C)(=O)OCC (Ethyl acetate), ClC1=NC=CC=C1[N+](=O)[O-] (2-chloro-3-nitropyridine), NC=1C=CC(=NC1)OC (5-amino-2-methoxypyridine), C([O-])([O-])=O.[K+].[K+] (potassium carbonate). The solvent is O (water), CN(C=O)C (dimethylformamide). Run at temperature 70 celsius, time 10 minute. Product: COC1=CC=C(C=N1)NC1=NC=CC=C1[N+](=O)[O-] (N-(6-Methoxy-3-pyridyl)-N-(3-nitro-2-pyridyl)amine). Yield: 39.2%. RXN SMILES: Cl[C:2]1[C:7]([N+:8]([O-:10])=[O:9])=[CH:6][CH:5]=[CH:4][N:3]=1.[NH2:11][C:12]1[CH:13]=[CH:14][C:15]([O:18][CH3:19])=[N:16][CH:17]=1.C(=O)([O-])[O-].[K+].[K+].C(OCC)(=O)C>CN(C)C=O.O>[CH3:19][O:18][C:15]1[N:16]=[CH:17][C:12]([NH:11][C:2]2[C:7]([N+:8]([O-:10])=[O:9])=[CH:6][CH:5]=[CH:4][N:3]=2)=[CH:13][CH:14]=1 |f:2.3.4|. Procedure: A solution of 15 g of 2-chloro-3-nitropyridine, 11.7 g of 5-amino-2-methoxypyridine and 26.1 g of potassium carbonate in 150 mL dimethylformamide was stirred at room temperature for 4 hours and 25 minutes and further stirred at 70° C. for 3 hours and 10 minutes. Ethyl acetate and water were added to the reaction mixture, and the mixture was extracted once with ethyl acetate. The organic layer was washed 3 times with a saturated aqueous ammonium chloride solution and once with brine, and dried ov... Reactants: NC1=CC(=C(C=C1)C1=CC(=NC(N1)=O)C1=CC(=C(C=C1)O)C)C (6-(4-amino-2-methylphenyl)-4-(4-hydroxy-3-methylphenyl)pyrimidin-2(1H)-one), ClCCCl (1,2 dichloroethane), C(=O)(OC(C)(C)C)N1CCC(CC1)C=O (N-Boc-4-formyl piperidine), C(C)(=O)O[BH-](OC(C)=O)OC(C)=O.[Na+] (sodium triacetoxy borohydride). Solvent: C(C)(=O)O (acetic acid). Reaction conditions: time 15 minute. The product is OC1=C(C=C(C=C1)C1=NC(NC(=C1)C1=C(C=C(C=C1)NCC1CCNCC1)C)=O)C (4-(4-hydroxy-3-methylphenyl)-6-{2-methyl-4-[(piperidin-4 ylmethyl)amino]phenyl}pyrimidin-2(1H)-one), acetate salt. The yield is 59.0%. As a reaction SMILES: [NH2:1][C:2]1[CH:7]=[CH:6][C:5]([C:8]2[NH:13][C:12](=[O:14])[N:11]=[C:10]([C:15]3[CH:20]=[CH:19][C:18]([OH:21])=[C:17]([CH3:22])[CH:16]=3)[CH:9]=2)=[C:4]([CH3:23])[CH:3]=1.ClCCCl.C([N:35]1[CH2:40][CH2:39][CH:38]([CH:41]=O)[CH2:37][CH2:36]1)(OC(C)(C)C)=O.C(O[BH-](OC(=O)C)OC(=O)C)(=O)C.[Na+]>C(O)(=O)C>[OH:21][C:18]1[CH:19]=[CH:20][C:15]([C:10]2[CH:9]=[C:8]([C:5]3[CH:6]=[CH:7][C:2]([NH:1][CH2:41][CH:38]4[CH2:39][CH2:40][NH:35][CH2:36][CH2:37]4)=[CH:3][C:4]=3[CH3:23])[NH:13][C:12](=[O:14])[N:11]=2)=[CH:16][C:17]=1[CH3:22] |f:3.4|. Procedure: In a round bottom flask was added 6-(4-amino-2-methylphenyl)-4-(4-hydroxy-3-methylphenyl)pyrimidin-2(1H)-one (3) (30 mg, 0.10 mmol), 1,2 dichloroethane (2.0 mL), acetic acid (0.1 mL), and commercially available N-Boc-4-formyl piperidine (29 uL, 0.14 mmol). The reaction was stirred at room temperature for 15 minutes before adding sodium triacetoxy borohydride (30 mg, 0.14 mmol). Stirring was continued at room temperature overnight. The reaction was then quenched with saturated NaHCO3, extracted w... Reactants: CO, O=C(NC12CCC(CC1)Cn1c2nc(C(=O)NCc2ccc(F)cc2)c(O)c1=O)OCc1ccccc1, [H][H]. The product is NC12CCC(CC1)Cn1c2nc(C(=O)NCc2ccc(F)cc2)c(O)c1=O. Reaction SMILES: [CH3:40][OH:41].[F:1][c:2]1[cH:3][cH:4][c:5]([CH2:6][NH:7][C:8](=[O:9])[c:10]2[n:11][c:12]3[n:13]([c:32](=[O:35])[c:33]2[OH:34])[CH2:14][CH:15]2[CH2:16][CH2:17][C:18]3([NH:21][C:22](=[O:23])[O:24][CH2:25][c:26]3[cH:27][cH:28][cH:29][cH:30][cH:31]3)[CH2:19][CH2:20]2)[cH:36][cH:37]1.[H:38][H:39]>>[F:1][c:2]1[cH:3][cH:4][c:5]([CH2:6][NH:7][C:8](=[O:9])[c:10]2[n:11][c:12]3[n:13]([c:32](=[O:35])[c:33]2[OH:34])[CH2:14][CH:15]2[CH2:16][CH2:17][C:18]3([NH2:21])[CH2:19][CH2:20]2)[cH:36][cH:37]1. Starting materials: CCCCn1[nH]c(C(F)(F)F)cc1=O, COc1ccc(P2(=S)SP(=S)(c3ccc(OC)cc3)S2)cc1, Cc1ccccc1. The product is CCCCn1[nH]c(C(F)(F)F)cc1=S. RXN SMILES: [CH2:1]([CH2:2][CH2:3][CH3:4])[n:5]1[nH:6][c:7]([C:11]([F:12])([F:13])[F:14])[cH:8][c:9]1=[O:10].[CH3:15][O:16][c:17]1[cH:18][cH:19][c:20]([P:21]2(=[S:24])[S:22][P:23]([c:25]3[cH:26][cH:27][c:28]([O:29][CH3:30])[cH:31][cH:32]3)(=[S:33])[S:34]2)[cH:35][cH:36]1.[CH3:37][c:38]1[cH:39][cH:40][cH:41][cH:42][cH:43]1>>[CH2:1]([CH2:2][CH2:3][CH3:4])[n:5]1[nH:6][c:7]([C:11]([F:12])([F:13])[F:14])[cH:8][c:9]1=[S:24]. The reactants are O=C(CC(=O)OCC)CCC (ethyl 3-ketohexanoate), ClC1=C(C=O)C=CC=C1 (2-chlorobenzaldehyde), N1CCCCC1 (piperidine), C(C)(=O)O (acetic acid). Solvent: C1=CC=CC=C1 (benzene). Product: ClC1=C(C=CC=C1)C=C(C(=O)OCC)C(CCC)=O (ethyl 2-(2-chlorophenyl)methylen-3-oxohexanoate), )/( Z ). RXN SMILES: [O:1]=[C:2]([CH2:9][CH2:10][CH3:11])[CH2:3][C:4]([O:6][CH2:7][CH3:8])=[O:5].[Cl:12][C:13]1[CH:20]=[CH:19][CH:18]=[CH:17][C:14]=1[CH:15]=O.N1CCCCC1.C(O)(=O)C>C1C=CC=CC=1>[Cl:12][C:13]1[CH:20]=[CH:19][CH:18]=[CH:17][C:14]=1[CH:15]=[C:3]([C:2](=[O:1])[CH2:9][CH2:10][CH3:11])[C:4]([O:6][CH2:7][CH3:8])=[O:5]. Reported procedure: A solution of ethyl 3-ketohexanoate (7.5 g), 2-chlorobenzaldehyde (6.6 g), piperidine (1.2 g) and acetic acid (2.25 g) in benzene (50 ml) was heated under reflux for 5 hours, and the reaction mixture was dehydrated using a Dean-Stark condenser. The solvent was evaporated under reduced pressure, and the residue was purified by silica gel column chromatography using an eluent (hexane-ethyl acetate (3:1)) to give ethyl 2-(2-chlorophenyl)methylen-3-oxohexanoate ((E)/(Z)=1:1 mixture) as a yellow oil....